Dataset: the Open Reaction Database (ORD), a public repository of structured organic reaction records. Task: describe an organic reaction: reactants, conditions, products, and yield Starting materials: C[Si](C)(C)C(C(N)=O)[Si](C)(C)C, CC#N, [H][H], O=C1CCN1, O=C(NC1CN(C(=O)NS(=O)(=O)Nc2ccncc2)C1=O)OCc1ccccc1. Product: NC1CN(C(=O)NS(=O)(=O)Nc2ccncc2)C1=O. RXN SMILES: [CH3:30][Si:31]([CH:32]([Si:33]([CH3:34])([CH3:35])[CH3:36])[C:37]([NH2:38])=[O:39])([CH3:40])[CH3:41].[CH3:49][C:50]#[N:51].[H:42][H:43].[NH:44]1[CH2:45][CH2:46][C:47]1=[O:48].[O:1]=[C:2]1[N:3]([C:17](=[O:18])[NH:19][S:20](=[O:21])(=[O:22])[NH:23][c:24]2[cH:25][cH:26][n:27][cH:28][cH:29]2)[CH2:4][CH:5]1[NH:6][C:7]([O:8][CH2:9][c:10]1[cH:11][cH:12][cH:13][cH:14][cH:15]1)=[O:16]>>[O:1]=[C:2]1[N:3]([C:17](=[O:18])[NH:19][S:20](=[O:21])(=[O:22])[NH:23][c:24]2[cH:25][cH:26][n:27][cH:28][cH:29]2)[CH2:4][CH:5]1[NH2:6]. The reactants are O=C[C@H](O)[C@@H](O)[C@H](O)CO (xylose), O=C[C@H](O)[C@@H](O)[C@H](O)[C@H](O)CO (dextrose). Product: O=C[C@H](O)[C@@H](O)[C@H](O)[C@H](O)CO (glucose), OCC(=O)[C@@H](O)[C@H](O)[C@H](O)CO (fructose). RXN SMILES: [O:1]=[CH:2][C@@H:3]([C@H:5]([C@@H:7]([CH2:9][OH:10])[OH:8])[OH:6])[OH:4].[O:11]=[CH:12][C@@H:13]([C@H:15]([C@@H:17]([C@@H:19]([CH2:21][OH:22])[OH:20])[OH:18])[OH:16])[OH:14]>>[O:11]=[CH:12][C@@H:13]([C@H:15]([C@@H:17]([C@@H:19]([CH2:21][OH:22])[OH:20])[OH:18])[OH:16])[OH:14].[OH:1][CH2:2][C:3]([C@H:5]([C@@H:7]([C@@H:9]([CH2:12][OH:11])[OH:10])[OH:8])[OH:6])=[O:4]. Run at temperature 70 celsius, time 24 hour. Reported procedure: Streptomyces olivaceus, strain NRRL B-3583, is cultivated in a nutrient medium containing 0.7 percent xylose, 0.3 percent dextrose, 0.5 percent beef extract, 0.25 percent yeast extract, 1.0 percent peptone, 0.5 percent NaCl, 0.05% MgSO4.7H2O and 0.024 percent CoCl2.6H2O. The fermentation is allowed to proceed at 28° C. for 24 hours. A 2 percent (weight per volume) solution of a cationic polyelectrolyte is added to the fermentation broth in amounts equivalent to 0.05 percent (weight per volume) o... The reactants are [H-].CN1C(CNCC1)[Al+]C1N(CCNC1)C (Bis(N-methylpiperazinyl)aluminum hydride), C(=O)(OC(C)(C)C)N[C@H](C)C(=O)O (N-Boc-D-alanine), CCOCC (Ether). Run in O1CCCC1 (tetrahydrofuran). Run at temperature 0 celsius. Yields the product C(=O)(OC(C)(C)C)N[C@H](C)C=O (N-Boc-D-alaninal). As a reaction SMILES: [C:1]([NH:8][C@@H:9]([C:11](O)=[O:12])[CH3:10])([O:3][C:4]([CH3:7])([CH3:6])[CH3:5])=[O:2].[H-].CN1CCNCC1[Al+]C1CNCCN1C.CCOCC>O1CCCC1>[C:1]([NH:8][C@@H:9]([CH:11]=[O:12])[CH3:10])([O:3][C:4]([CH3:5])([CH3:7])[CH3:6])=[O:2] |f:1.2|. Reported procedure: N-Boc-D-alanine is dissolved in tetrahydrofuran and stirred at 0° C. under argon. Bis(N-methylpiperazinyl)aluminum hydride is added and the reaction mixture is heated to reflux overnight. Ether is then added, and the excess hydride is quenched with saturated NaCl. The aqueous phase is separated and extracted with ether. The combined organic phases are washed with 2M NaOH, 2M HCl and saturated NaCl. The solution is dried over Na2SO4 and evaporated to yield N-Boc-D-alaninal. Starting materials: CCCCOC(C)Oc1ccc(-c2ccc3c(c2)C=C(C(=O)OC)CCN3Cc2cnn(C)c2)cc1, CO, Cl, [Na+], C1CCOC1, [OH-], O. Yields the product CCCCOC(C)Oc1ccc(-c2ccc3c(c2)C=C(C(=O)O)CCN3Cc2cnn(C)c2)cc1. As a reaction SMILES: [CH2:1]([CH2:2][CH2:3][CH3:4])[O:5][CH:6]([CH3:7])[O:8][c:9]1[cH:10][cH:11][c:12](-[c:15]2[cH:16][cH:17][c:18]3[c:19]([cH:36]2)[CH:20]=[C:21]([C:32](=[O:33])[O:34][CH3:35])[CH2:22][CH2:23][N:24]3[CH2:25][c:26]2[cH:27][n:28][n:29]([CH3:31])[cH:30]2)[cH:13][cH:14]1.[CH3:46][OH:47].[ClH:40].[Na+:38].[O:41]1[CH2:42][CH2:43][CH2:44][CH2:45]1.[OH-:37].[OH2:39]>>[CH2:1]([CH2:2][CH2:3][CH3:4])[O:5][CH:6]([CH3:7])[O:8][c:9]1[cH:10][cH:11][c:12](-[c:15]2[cH:16][cH:17][c:18]3[c:19]([cH:36]2)[CH:20]=[C:21]([C:32](=[O:33])[OH:34])[CH2:22][CH2:23][N:24]3[CH2:25][c:26]2[cH:27][n:28][n:29]([CH3:31])[cH:30]2)[cH:13][cH:14]1. Starting materials: O=C([O-])[O-], CC1=C(C(=O)c2cccnc2)C(c2ccc(C#N)cc2)NC(=O)N1c1cccc(C(F)(F)F)c1, CN(C)C=O, COC(=O)c1coc(CCl)n1, [K+], [K+]. The product is COC(=O)c1coc(CN2C(=O)N(c3cccc(C(F)(F)F)c3)C(C)=C(C(=O)c3cccnc3)C2c2ccc(C#N)cc2)n1. RXN SMILES: [C:35](=[O:36])([O-:37])[O-:38].[CH3:1][C:2]1=[C:3]([C:27](=[O:28])[c:29]2[cH:30][n:31][cH:32][cH:33][cH:34]2)[CH:4]([c:19]2[cH:20][cH:21][c:22]([C:23]#[N:24])[cH:25][cH:26]2)[NH:5][C:6](=[O:18])[N:7]1[c:8]1[cH:9][c:10]([C:14]([F:15])([F:16])[F:17])[cH:11][cH:12][cH:13]1.[CH3:52][N:53]([CH3:54])[CH:55]=[O:56].[Cl:41][CH2:42][c:43]1[o:44][cH:45][c:46]([C:48](=[O:49])[O:50][CH3:51])[n:47]1.[K+:39].[K+:40]>>[CH3:1][C:2]1=[C:3]([C:27](=[O:28])[c:29]2[cH:30][n:31][cH:32][cH:33][cH:34]2)[CH:4]([c:19]2[cH:20][cH:21][c:22]([C:23]#[N:24])[cH:25][cH:26]2)[N:5]([CH2:42][c:43]2[o:44][cH:45][c:46]([C:48](=[O:49])[O:50][CH3:51])[n:47]2)[C:6](=[O:18])[N:7]1[c:8]1[cH:9][c:10]([C:14]([F:15])([F:16])[F:17])[cH:11][cH:12][cH:13]1. Starting materials: ClC=1N=C(C2=C(N1)C(CC2)C2=CC=C(C=C2)F)NCCNC (N1-(2-chloro-7-(4-fluorophenyl)-6,7-dihydro-5H-cyclopenta[d]pyrimidin-4-yl)-N2-methylethane-1,2-diamine), TEA, BrCCOC1=C(C#N)C=CC(=C1)[N+](=O)[O-] (2-(2-bromoethoxy)-4-nitrobenzonitrile). Solvent: CN(C)C=O (DMF). Reaction conditions: time 18 hour. Yields the product ClC=1N=C(C2=C(N1)C(CC2)C2=CC=C(C=C2)F)NCCN(CCOC2=C(C#N)C=CC(=C2)[N+](=O)[O-])C (2-(2-((2-(2-chloro-7-(4-fluorophenyl)-6,7-dihydro-5H-cyclopenta[d]pyrimidin-4-ylamino)ethyl)(methyl)amino)ethoxy)-4-nitrobenzonitrile). Isolated yield 37.7%. Reaction SMILES: [Cl:1][C:2]1[N:3]=[C:4]([NH:18][CH2:19][CH2:20][NH:21][CH3:22])[C:5]2[CH2:10][CH2:9][CH:8]([C:11]3[CH:16]=[CH:15][C:14]([F:17])=[CH:13][CH:12]=3)[C:6]=2[N:7]=1.Br[CH2:24][CH2:25][O:26][C:27]1[CH:34]=[C:33]([N+:35]([O-:37])=[O:36])[CH:32]=[CH:31][C:28]=1[C:29]#[N:30]>CN(C=O)C>[Cl:1][C:2]1[N:3]=[C:4]([NH:18][CH2:19][CH2:20][N:21]([CH3:22])[CH2:24][CH2:25][O:26][C:27]2[CH:34]=[C:33]([N+:35]([O-:37])=[O:36])[CH:32]=[CH:31][C:28]=2[C:29]#[N:30])[C:5]2[CH2:10][CH2:9][CH:8]([C:11]3[CH:16]=[CH:15][C:14]([F:17])=[CH:13][CH:12]=3)[C:6]=2[N:7]=1. Procedure details: To a solution of N1-(2-chloro-7-(4-fluorophenyl)-6,7-dihydro-5H-cyclopenta[d]pyrimidin-4-yl)-N2-methylethane-1,2-diamine {Preparation Sd Step (1), 0.5 g, 1.56 mmol} in DMF (5 mL) was added TEA (0.234 g, 2.34 mmol) followed by 2-(2-bromoethoxy)-4-nitrobenzonitrile (0.423 g, 1.56 mmol) at room temperature. The reaction mixture was stirred at room temperature for 18 h. The solvent was removed under reduced pressure and the residue was taken in dichloromethane (5 mL) and silica (1 g). The resultant ... Starting materials: CN(C)C(=O)N1CCCCC1, c1ccc(N2CCOCC2)c(N2CCOCC2)c1, O=P(Cl)(Cl)Cl, c1ccccc1. Yields the product CN(C)C(=Nc1ccccc1N1CCOCC1)N1CCCCC1. As a reaction SMILES: [CH3:1][N:2]([C:3](=[O:4])[N:5]1[CH2:6][CH2:7][CH2:8][CH2:9][CH2:10]1)[CH3:11].[O:12]1[CH2:13][CH2:14][N:15]([c:18]2[c:19]([N:24]3[CH2:25][CH2:26][O:27][CH2:28][CH2:29]3)[cH:20][cH:21][cH:22][cH:23]2)[CH2:16][CH2:17]1.[P:30]([Cl:31])([Cl:32])([Cl:33])=[O:34].[cH:35]1[cH:36][cH:37][cH:38][cH:39][cH:40]1>>[CH3:1][N:2]([C:3]([N:5]1[CH2:6][CH2:7][CH2:8][CH2:9][CH2:10]1)=[N:24][c:19]1[c:18]([N:15]2[CH2:14][CH2:13][O:12][CH2:17][CH2:16]2)[cH:23][cH:22][cH:21][cH:20]1)[CH3:11].